Dataset: the Open Reaction Database (ORD), a public repository of structured organic reaction records. Task: describe an organic reaction: reactants, conditions, products, and yield Starting materials: C1(CCC1)C=O (cyclobutanecarbaldehyde), CC(C)(C)[S@](=O)N ((S)-(−)-2-methylpropane-2-sulfinamide), S(=O)(=O)([O-])[O-].[Mg+2] (magnesium sulfate). The reagents and catalysts are C1(=CC=C(C=C1)S(=O)(=O)[O-])C.[NH+]1=CC=CC=C1 (pyridinium p-toluenesulfonate). The solvent is C(Cl)Cl (CH2Cl2). Reaction conditions: time 8 hour. The product is C1(CCC1)\C=N\[S@@](=O)C(C)(C)C ((S,E)-N-(cyclobutylmethylene)-2-methylpropane-2-sulfinamide). Yield: 106.0%. As a reaction SMILES: [CH:1]1([CH:5]=O)[CH2:4][CH2:3][CH2:2]1.[CH3:7][C:8]([S@@:11]([NH2:13])=[O:12])([CH3:10])[CH3:9].S([O-])([O-])(=O)=O.[Mg+2]>C(Cl)Cl.C1(C)C=CC(S([O-])(=O)=O)=CC=1.[NH+]1C=CC=CC=1>[CH:1]1(/[CH:5]=[N:13]/[S@:11]([C:8]([CH3:10])([CH3:9])[CH3:7])=[O:12])[CH2:4][CH2:3][CH2:2]1 |f:2.3,5.6|. Procedure: To a solution of cyclobutanecarbaldehyde (1.0 g, 11.89 mmol, 1.00 equiv) in CH2Cl2 (10 mL) were added pyridinium p-toluenesulfonate (0.143 g, 0.57 mmol, 0.05 equiv), (S)-(−)-2-methylpropane-2-sulfinamide (1.22 g, 10.07 mmol, 0.85 equiv), and magnesium sulfate (7.14 g, 59.32 mmol, 5.00 equiv). The resulting mixture was stirred overnight at room temperature. The reaction mixture was filtered and concentrated under reduced pressure. The resulting residue was purified by flash chromatography (silica... The reactants are ClCCl, CC(=O)O, [Na+], [Na+], O=C([O-])[O-], O=C=Nc1ccccc1. The product is CC(=O)Nc1ccccc1. RXN SMILES: [CH2:20]([Cl:21])[Cl:22].[CH3:10][C:11](=[O:12])[OH:13].[Na+:14].[Na+:15].[O-:16][C:17](=[O:18])[O-:19].[O:1]=[C:2]=[N:3][c:4]1[cH:5][cH:6][cH:7][cH:8][cH:9]1>>[O:1]=[C:2]([NH:3][c:4]1[cH:5][cH:6][cH:7][cH:8][cH:9]1)[CH3:10]. The reactants are CS(C)=O, CCCCCC, Cc1ccccc1CSC1(c2ccccc2F)CCN(C)CC1, [H-], [Na+]. Product: Cc1ccccc1C1SC2(CCN(C)CC2)c2ccccc21. As a reaction SMILES: [CH3:32][S:33]([CH3:34])=[O:35].[CH3:3][CH2:4][CH2:5][CH2:6][CH2:7][CH3:8].[F:9][c:10]1[c:11]([C:16]2([S:23][CH2:24][c:25]3[c:26]([CH3:31])[cH:27][cH:28][cH:29][cH:30]3)[CH2:17][CH2:18][N:19]([CH3:22])[CH2:20][CH2:21]2)[cH:12][cH:13][cH:14][cH:15]1.[H-:1].[Na+:2]>>[c:10]12[c:11]([cH:12][cH:13][cH:14][cH:15]1)[C:16]1([CH2:17][CH2:18][N:19]([CH3:22])[CH2:20][CH2:21]1)[S:23][CH:24]2[c:25]1[c:26]([CH3:31])[cH:27][cH:28][cH:29][cH:30]1.